This data is from the Open Reaction Database (ORD), a public repository of structured organic reaction records. The task is: describe an organic reaction: reactants, conditions, products, and yield The reactants are FC1C(COCc2ccccc2)CC1NCc1ccccc1, CO, [OH-], [OH-], [Pd+2]. The product is NC1CC(COCc2ccccc2)C1F. Reaction SMILES: [CH2:1]([c:2]1[cH:3][cH:4][cH:5][cH:6][cH:7]1)[NH:8][CH:9]1[CH:10]([F:22])[CH:11]([CH2:13][O:14][CH2:15][c:16]2[cH:17][cH:18][cH:19][cH:20][cH:21]2)[CH2:12]1.[CH3:23][OH:24].[OH-:25].[OH-:26].[Pd+2:27]>>[NH2:8][CH:9]1[CH:10]([F:22])[CH:11]([CH2:13][O:14][CH2:15][c:16]2[cH:17][cH:18][cH:19][cH:20][cH:21]2)[CH2:12]1.